This data is from the Open Reaction Database (ORD), a public repository of structured organic reaction records. The task is: describe an organic reaction: reactants, conditions, products, and yield Reactants: BrC1=CC=CC=2C=C(OC21)C(=O)OCC (Ethyl 7-bromobenzofuran-2-carboxylate), N1=C(C=CC=C1)CCN1CCNCC1 (1-(2-(pyridin-2-yl)ethyl)piperazine), C([O-])([O-])=O.[Cs+].[Cs+] (cesium carbonate), C1(CCCCC1)P(C1=C(C=CC=C1)C1=C(C=C(C=C1C(C)C)C(C)C)C(C)C)C1CCCCC1 (2-dicyclohexylphosphino-2′,4′,6′-triisopropylbiphenyl). Reagents/catalysts: C=1C=CC(=CC1)/C=C/C(=O)/C=C/C2=CC=CC=C2.C=1C=CC(=CC1)/C=C/C(=O)/C=C/C2=CC=CC=C2.C=1C=CC(=CC1)/C=C/C(=O)/C=C/C2=CC=CC=C2.[Pd].[Pd] (tris(dibenzylideneacetone)dipalladium(0)). Run in C(Cl)Cl (DCM), O (Water). Conditions: temperature 95 celsius. Yields the product N1=C(C=CC=C1)CCN1CCN(CC1)C1=CC=CC=2C=C(OC21)C(=O)OCC (Ethyl 7-(4-(2-(pyridin-2-yl)ethyl)piperazin-1-yl)benzofuran-2-carboxylate). Yield: 40.0%. As a reaction SMILES: Br[C:2]1[C:10]2[O:9][C:8]([C:11]([O:13][CH2:14][CH3:15])=[O:12])=[CH:7][C:6]=2[CH:5]=[CH:4][CH:3]=1.[N:16]1[CH:21]=[CH:20][CH:19]=[CH:18][C:17]=1[CH2:22][CH2:23][N:24]1[CH2:29][CH2:28][NH:27][CH2:26][CH2:25]1.C(=O)([O-])[O-].[Cs+].[Cs+].C1(P(C2CCCCC2)C2C=CC=CC=2C2C(C(C)C)=CC(C(C)C)=CC=2C(C)C)CCCCC1>C1C=CC(/C=C/C(/C=C/C2C=CC=CC=2)=O)=CC=1.C1C=CC(/C=C/C(/C=C/C2C=CC=CC=2)=O)=CC=1.C1C=CC(/C=C/C(/C=C/C2C=CC=CC=2)=O)=CC=1.[Pd].[Pd].C(Cl)Cl.O>[N:16]1[CH:21]=[CH:20][CH:19]=[CH:18][C:17]=1[CH2:22][CH2:23][N:24]1[CH2:29][CH2:28][N:27]([C:2]2[C:10]3[O:9][C:8]([C:11]([O:13][CH2:14][CH3:15])=[O:12])=[CH:7][C:6]=3[CH:5]=[CH:4][CH:3]=2)[CH2:26][CH2:25]1 |f:2.3.4,6.7.8.9.10|. Procedure details: Ethyl 7-bromobenzofuran-2-carboxylate (0.900 g, 3.34 mmol) and 1-(2-(pyridin-2-yl)ethyl)piperazine (0.672 g, 3.51 mmol) were mixed in dry degassed dioxane (13 mL). To this mixture cesium carbonate (1.417 g, 4.35 mmol), 2-dicyclohexylphosphino-2′,4′,6′-triisopropylbiphenyl (0.159 g, 0.33 mmol) and tris(dibenzylideneacetone)dipalladium(0) (0.153 g, 0.17 mmol) were added under argon and the reaction was heated at 95° C. over night. Water and DCM were added and the layers were separated. The aq phas... Yields the product OC1=C(C(=O)Cl)C(=CC=N1)I (2-hydroxy-4-iodonicotinoyl chloride). Run in ClCCl (dichloromethane). The reactants are methyl ester, S(=O)(Cl)Cl (Thionyl chloride), OC1=C(C(=O)O)C(=CC=N1)I (2-hydroxy-4-iodonicotinic acid), CO (methanol). RXN SMILES: S(Cl)([Cl:3])=O.[OH:5][C:6]1[N:14]=[CH:13][CH:12]=[C:11]([I:15])[C:7]=1[C:8](O)=[O:9].CO>ClCCl>[OH:5][C:6]1[N:14]=[CH:13][CH:12]=[C:11]([I:15])[C:7]=1[C:8]([Cl:3])=[O:9]. Run at temperature 75 celsius. Procedure: Thionyl chloride (3.81 ml, 52.2 mmol) was added to a suspension of 2-hydroxy-4-iodonicotinic acid (3.46 g, 13.1 mmol) in dichloromethane (12 mL) in a pressure vessel at room temperature. The reaction mixture was then heated at 75° C. for 3 h. An aliquot was taken and hydrolyzed with methanol. LCMS analysis showed the derived methyl ester seen as major compound. The reaction mixture was cooled to room temperature and was concentrated in vacuo to give 2-hydroxy-4-iodonicotinoyl chloride. 2-hydroxy... The reactants are CC(C)(C)[Si](C)(C)OCCCCCCCCCBr, CN. Yields the product Br, CNCCCCCCCCCO[Si](C)(C)C(C)(C)C. As a reaction SMILES: [Br:1][CH2:2][CH2:3][CH2:4][CH2:5][CH2:6][CH2:7][CH2:8][CH2:9][CH2:10][O:11][Si:12]([CH3:13])([CH3:14])[C:15]([CH3:16])([CH3:17])[CH3:18].[CH3:19][NH2:20]>>[BrH:1].[CH2:2]([CH2:3][CH2:4][CH2:5][CH2:6][CH2:7][CH2:8][CH2:9][CH2:10][O:11][Si:12]([CH3:13])([CH3:14])[C:15]([CH3:16])([CH3:17])[CH3:18])[NH:20][CH3:19]. Starting materials: FC(ON=C(C(=O)N[C@H]1[C@@H]2N(C(=C(CS2)CCl)C(=O)OC(C2=CC=CC=C2)C2=CC=CC=C2)C1=O)C=1N=C(SC1)NC(C1=CC=CC=C1)(C1=CC=CC=C1)C1=CC=CC=C1)F (benzhydryl 7β-[2-difluoromethoxyimino-2-(2-tritylaminothiazol-4-yl)acetamido]-3-chloromethyl-3-cephem-4-carboxylate), CN1N=CC=C1 (N-methylpyrazole), [I-].[Na+] (sodium iodide). The solvent is CC(=O)C (acetone). Conditions: time 19 hour. The product is [Cl-].FC(ON=C(C(=O)N[C@H]1[C@@H]2N(C(=C(CS2)C[N+]=2N(C=CC2)C)C(=O)OC(C2=CC=CC=C2)C2=CC=CC=C2)C1=O)C=1N=C(SC1)NC(C1=CC=CC=C1)(C1=CC=CC=C1)C1=CC=CC=C1)F (benzhydryl 7β-[2-difluoromethoxyimino-2-(2-tritylaminothiazol-4-yl)acetamido]-3-(2-methyl-1-pyrazolio)methyl-3-cephem-4-carboxylate chloride). Yield: 83.5%. As a reaction SMILES: [F:1][CH:2]([F:61])[O:3][N:4]=[C:5]([C:36]1[N:37]=[C:38]([NH:41][C:42]([C:55]2[CH:60]=[CH:59][CH:58]=[CH:57][CH:56]=2)([C:49]2[CH:54]=[CH:53][CH:52]=[CH:51][CH:50]=2)[C:43]2[CH:48]=[CH:47][CH:46]=[CH:45][CH:44]=2)[S:39][CH:40]=1)[C:6]([NH:8][C@@H:9]1[C:34](=[O:35])[N:11]2[C:12]([C:18]([O:20][CH:21]([C:28]3[CH:33]=[CH:32][CH:31]=[CH:30][CH:29]=3)[C:22]3[CH:27]=[CH:26][CH:25]=[CH:24][CH:23]=3)=[O:19])=[C:13]([CH2:16][Cl:17])[CH2:14][S:15][C@H:10]12)=[O:7].[CH3:62][N:63]1[CH:67]=[CH:66][CH:65]=[N:64]1.[I-].[Na+]>CC(C)=O>[Cl-:17].[F:1][CH:2]([F:61])[O:3][N:4]=[C:5]([C:36]1[N:37]=[C:38]([NH:41][C:42]([C:55]2[CH:60]=[CH:59][CH:58]=[CH:57][CH:56]=2)([C:49]2[CH:54]=[CH:53][CH:52]=[CH:51][CH:50]=2)[C:43]2[CH:48]=[CH:47][CH:46]=[CH:45][CH:44]=2)[S:39][CH:40]=1)[C:6]([NH:8][C@@H:9]1[C:34](=[O:35])[N:11]2[C:12]([C:18]([O:20][CH:21]([C:28]3[CH:33]=[CH:32][CH:31]=[CH:30][CH:29]=3)[C:22]3[CH:27]=[CH:26][CH:25]=[CH:24][CH:23]=3)=[O:19])=[C:13]([CH2:16][N+:64]3[N:63]([CH3:62])[CH:67]=[CH:66][CH:65]=3)[CH2:14][S:15][C@H:10]12)=[O:7] |f:2.3,5.6|. Reported procedure: A mixture of benzhydryl 7β-[2-difluoromethoxyimino-2-(2-tritylaminothiazol-4-yl)acetamido]-3-chloromethyl-3-cephem-4-carboxylate (syn isomer, 8.76 g), N-methylpyrazole (8.76 g), sodium iodide (1.5 g) and acetone (9 ml) was stirred at ambient temperature for 19 hours The reaction mixture was evaporated, and ethyl acetate (200 ml) and 5% aqueous solution of sodium thiosulfate were added to the residue. The organic layer was separated and tetrahydrofuran (100 ml) was added thereto. The solution was... Reactants: ClC=1C(=NC=C(C(=O)OCC)C1O)Cl (ethyl 5,6-dichloro-4-hydroxy-nicotinate), [OH-].[K+] (potassium hydroxide), C (charcoal). Solvent: O (water). Product: ClC=1C(=NC=C(C(=O)O)C1O)Cl (5,6Dichloro-4-hydroxy-nicotinic acid). As a reaction SMILES: [Cl:1][C:2]1[C:3]([Cl:14])=[N:4][CH:5]=[C:6]([C:12]=1[OH:13])[C:7]([O:9]CC)=[O:8].[OH-].[K+].C>O>[Cl:1][C:2]1[C:3]([Cl:14])=[N:4][CH:5]=[C:6]([C:12]=1[OH:13])[C:7]([OH:9])=[O:8] |f:1.2|. Procedure details: 114 g (0.483 mol) of ethyl 5,6-dichloro-4-hydroxy-nicotinate are boiled under reflux in 1200 ml of water with 58 g (1.03 mol) of potassium hydroxide for two hours. The cooled mixture is stirred with activated charcoal and filtered, and the filtrate is brought to a pH of 1 with half-concentrated hydrochloric acid, while cooling with ice. The product which precipitates is isolated, washed with water and dried. The reactants are C(=O)(OC(C)(C)C)N1[C@H](C(=O)OC)C[C@H](C1)O (N-BOC-4(R)-hydroxyproline, methyl ester), CI (MeI), [Li+].CC(C)[N-]C(C)C (LDA). Run in C1CCOC1 (THF). Product: C(=O)(OC(C)(C)C)N1[C@](C(=O)OC)(C[C@H](C1)O)C (N-BOC-4(R)-hydroxy-2-methyl-(L)-proline, methyl ester). RXN SMILES: [C:1]([N:8]1[CH2:16][C@H:15]([OH:17])[CH2:14][C@H:9]1[C:10]([O:12][CH3:13])=[O:11])([O:3][C:4]([CH3:7])([CH3:6])[CH3:5])=[O:2].CI.[Li+].[CH3:21]C([N-]C(C)C)C>C1COCC1>[C:1]([N:8]1[CH2:16][C@H:15]([OH:17])[CH2:14][C@@:9]1([CH3:21])[C:10]([O:12][CH3:13])=[O:11])([O:3][C:4]([CH3:7])([CH3:6])[CH3:5])=[O:2] |f:2.3|. Procedure: To a solution of N-BOC-4(R)-hydroxyproline, methyl ester (Bachem, 17 g, 69 mmol) and MeI (276 mmol) in 250 mL of anhydrous THF at −30° C. was added LDA (Aldrich, 1.5 M in cyclohexane, 250 mmol). The reaction was allowed to warm up to rt over 4 h. The reaction was cooled to −30° C., and was quenched with saturated aqueous ammonium chloride (50 mL). The resulting mixture was partitioned between EtOAc and brine, and the product was extracted with EtOAc (3×100 mL). The combined extracts were dried o... Run at time 16 hour. Starting materials: mercuric oxide, C1(CCCCC1)NC(=S)NC1=CC=C(C=C1)Cl (1-Cyclohexyl-3-(p-chlorophenyl)thiourea), N (ammonia), mercuric sulphide. As a reaction SMILES: [CH:1]1([NH:7][C:8]([NH:10][C:11]2[CH:16]=[CH:15][C:14]([Cl:17])=[CH:13][CH:12]=2)=S)[CH2:6][CH2:5][CH2:4][CH2:3][CH2:2]1.[NH3:18]>C(O)C>[CH:1]1([NH:7][C:8]([NH:10][C:11]2[CH:16]=[CH:15][C:14]([Cl:17])=[CH:13][CH:12]=2)=[NH:18])[CH2:6][CH2:5][CH2:4][CH2:3][CH2:2]1. Procedure details: 1-Cyclohexyl-3-(p-chlorophenyl)thiourea (2.0 g.) was dissolved in absolute ethyl alcohol saturated with ammonia (40 ml.). To this was added yellow mercuric oxide (1.7 g.) and the mixture stirred at room temperature for 16 hours. The mixture was then refluxed 15 minutes to coagulate the fine precipitate of mercuric sulphide, filtered and the clear filtrate evaporated to dryness. The residue was recrystallised from toluene to give 1-cyclohexyl-3-(p-chlorophenyl)guanidine, m.p. 187°-190°. Yields the product C1(CCCCC1)NC(=N)NC1=CC=C(C=C1)Cl (1-cyclohexyl-3-(p-chlorophenyl)guanidine). The solvent is C(C)O (ethyl alcohol).